From a dataset of the Open Reaction Database (ORD), a public repository of structured organic reaction records. describe an organic reaction: reactants, conditions, products, and yield The reactants are CN(C1(CCC(CC1)=CC(=O)NCC1=CC=C(C=C1)F)C1=CC=CC=C1)C (2-(4-Dimethylamino-4-phenylcyclohexylidene)-N-(4-fluorobenzyl)acetamide), Cl[Si](C)(C)C (chlorotrimethylsilane). Run in CC(=O)CC (ethyl methyl ketone). Yields the product Cl.CN(C1(CCC(CC1)=CC(=O)NCC1=CC=C(C=C1)F)C1=CC=CC=C1)C (2-(4-Dimethylamino-4-phenylcyclohexylidene)-N-(4-fluoro-benzyl)acetamide hydrochloride). The yield is 71.0%. Reaction SMILES: [CH3:1][N:2]([CH3:27])[C:3]1([C:21]2[CH:26]=[CH:25][CH:24]=[CH:23][CH:22]=2)[CH2:8][CH2:7][C:6](=[CH:9][C:10]([NH:12][CH2:13][C:14]2[CH:19]=[CH:18][C:17]([F:20])=[CH:16][CH:15]=2)=[O:11])[CH2:5][CH2:4]1.[Cl:28][Si](C)(C)C>CC(CC)=O>[ClH:28].[CH3:27][N:2]([CH3:1])[C:3]1([C:21]2[CH:26]=[CH:25][CH:24]=[CH:23][CH:22]=2)[CH2:4][CH2:5][C:6](=[CH:9][C:10]([NH:12][CH2:13][C:14]2[CH:15]=[CH:16][C:17]([F:20])=[CH:18][CH:19]=2)=[O:11])[CH2:7][CH2:8]1 |f:3.4|. Procedure: 2-(4-Dimethylamino-4-phenylcyclohexylidene)-N-(4-fluorobenzyl)acetamide (252 mg, 0.688 mmol) was dissolved in ethyl methyl ketone (10 ml) with gentle heating and chlorotrimethylsilane (0.126 ml, 1.0 mmol) was added. After 2.5 h the hydrochloride was isolated as a colourless solid with an m.p. of 214-218° C. and a yield of 71% (196 mg). Starting materials: [N+](=[N-])=CC(=O)[C@H]1N(CCC1)C([C@H](C(C)C)NC(OC)=O)=O (methyl (S)-1-((S)-2-(2-diazoacetyl)pyrrolidin-1-yl)-3-methyl-1-oxobutan-2-ylcarbamate), Br (HBr), ice H2O. Run in CC(=O)O (HOAc). Run at time 1 hour. The product is BrCC(=O)[C@H]1N(CCC1)C([C@H](C(C)C)NC(OC)=O)=O (methyl (S)-1-((S)-2-(2-bromoacetyl)pyrrolidin-1-yl)-3-methyl-1-oxobutan-2-ylcarbamate). Yield: 76.4%. As a reaction SMILES: [N+](=[CH:3][C:4]([C@@H:6]1[CH2:10][CH2:9][CH2:8][N:7]1[C:11](=[O:21])[C@@H:12]([NH:16][C:17](=[O:20])[O:18][CH3:19])[CH:13]([CH3:15])[CH3:14])=[O:5])=[N-].[BrH:22]>CC(O)=O>[Br:22][CH2:3][C:4]([C@@H:6]1[CH2:10][CH2:9][CH2:8][N:7]1[C:11](=[O:21])[C@@H:12]([NH:16][C:17](=[O:20])[O:18][CH3:19])[CH:13]([CH3:15])[CH3:14])=[O:5]. Reported procedure: A mixture of Example 173D (70 mg, 0.236 mmol) in HOAc (0.6 mL) at ambient temperature was added 48% HBr (80 μL, 0.709 mmol). Mixture was stirred at ambient temperature for 1 hour. Mixture was poured into ice/H2O and extracted with CH2Cl2 (3×75 mL). Organic was dried (Na2SO4), filtered and concentrated afford 63 mg (76%) of the title compound. MS (ESI) m/z 350 (M+H)+.